Dataset: the Open Reaction Database (ORD), a public repository of structured organic reaction records. Task: describe an organic reaction: reactants, conditions, products, and yield The reactants are [Al+3], COc1ccc2c(c1OC)CCC(NC(C)=O)C2=O, [H-], [H-], [H-], [H-], [Li+], [Na+], C1CCOC1, [OH-], O. Yields the product COc1ccc2c(c1OC)CCC(NC(C)=O)C2O. Reaction SMILES: [Al+3:2].[C:7]([CH3:8])(=[O:9])[NH:10][CH:11]1[C:12](=[O:25])[c:13]2[cH:14][cH:15][c:16]([O:23][CH3:24])[c:17]([O:21][CH3:22])[c:18]2[CH2:19][CH2:20]1.[H-:1].[H-:4].[H-:5].[H-:6].[Li+:3].[Na+:28].[O:29]1[CH2:30][CH2:31][CH2:32][CH2:33]1.[OH-:27].[OH2:26]>>[C:7]([CH3:8])(=[O:9])[NH:10][CH:11]1[CH:12]([OH:25])[c:13]2[cH:14][cH:15][c:16]([O:23][CH3:24])[c:17]([O:21][CH3:22])[c:18]2[CH2:19][CH2:20]1. Procedure details: 2-o-Methylphenyl-5-phenyl-1,3,4-thiadiazole (25 g.) was suspended in a solution of potassium permanganate (40 g.) in water (475 ml.). The reaction mixture was stirred and refluxed until the color of permanganate had discharged, then filtered and cooled. Unreacted 2-o-methylphenyl-5-phenyl-1,3,4-thiadiazole which separated was removed by filtration. When this filtrate was acidified, 2-(5-phenyl-1,3,4-thiadiazol-2-yl)benzoic acid was obtained and recrystallized from ethanol to give white crystals,... The reactants are CC1=C(C=CC=C1)C=1SC(=NN1)C1=CC=CC=C1 (2-o-Methylphenyl-5-phenyl-1,3,4-thiadiazole), O (water), [Mn](=O)(=O)(=O)[O-].[K+] (potassium permanganate), [Mn](=O)(=O)(=O)[O-] (permanganate). Product: C1(=CC=CC=C1)C1=NN=C(S1)C1=C(C(=O)O)C=CC=C1 (2-(5-phenyl-1,3,4-thiadiazol-2-yl)benzoic acid). As a reaction SMILES: [CH3:1][C:2]1[CH:7]=[CH:6][CH:5]=[CH:4][C:3]=1[C:8]1[S:9][C:10]([C:13]2[CH:18]=[CH:17][CH:16]=[CH:15][CH:14]=2)=[N:11][N:12]=1.[Mn]([O-])(=O)(=O)=[O:20].[K+].[Mn]([O-])(=O)(=O)=O.[OH2:30]>>[C:13]1([C:10]2[S:9][C:8]([C:3]3[CH:4]=[CH:5][CH:6]=[CH:7][C:2]=3[C:1]([OH:20])=[O:30])=[N:12][N:11]=2)[CH:18]=[CH:17][CH:16]=[CH:15][CH:14]=1 |f:1.2|. The reactants are C(=O)(O)C=1OC2=C(C(C1)=O)C1=C(C=C2)C2=C(C(O1)(C)C)C=C(C=C2)OC (2-carboxy-4-oxo-6,6-dimethyl-8-methoxy-4H,6H-[2]-benzopyrano-[3,4-f]-[1]-benzopyran), C(O)CN (ethanolamine). Solvent: O (water), I (hydroiodic acid). Yields the product C(=O)(O)C=1OC2=C(C(C1)=O)C1=C(C=C2)C2=C(C(O1)(C)C)C=C(C=C2)O (2-Carboxy-4-oxo-6,6-dimethyl-8-hydroxy-4H, 6H-[2]-benzopyrano[3,4-f]-[1]-benzopyran). RXN SMILES: [C:1]([C:4]1[O:5][C:6]2[CH:14]=[CH:13][C:12]3[C:15]4[CH:24]=[CH:23][C:22]([O:25]C)=[CH:21][C:16]=4[C:17]([CH3:20])([CH3:19])[O:18][C:11]=3[C:7]=2[C:8](=[O:10])[CH:9]=1)([OH:3])=[O:2].C(CN)O>I.O>[C:1]([C:4]1[O:5][C:6]2[CH:14]=[CH:13][C:12]3[C:15]4[CH:24]=[CH:23][C:22]([OH:25])=[CH:21][C:16]=4[C:17]([CH3:20])([CH3:19])[O:18][C:11]=3[C:7]=2[C:8](=[O:10])[CH:9]=1)([OH:3])=[O:2]. Reported procedure: 2.5 gm (0.007 mol) of 2-carboxy-4-oxo-6,6-dimethyl-8-methoxy-4H,6H-[2]-benzopyrano-[3,4-f]-[1]-benzopyran, prepared as described in Example 2, were refluxed for 4 hours in 50 ml of hydroiodic acid. Then, the reaction mixture was cooled and diluted with 200 ml of water. The precipitated yellow crystals were filtered off, washed with water, dried and recrystallized from methanol. 250 gm (10.5% of theory) of the compound named in the heading, m.p. 256°-258° C, were obtained. The ethanolamine salt, ... Starting materials: C(C)(C)(C)OC(=O)N1C[C@@H]([C@H]([C@@H](C1)OCC)C1=CC=C(C=C1)OCCCOCC1=CC=CC=C1)O ((3R,4R,5S)-4-[4-(3-benzyloxy-propoxy)-phenyl]-5-ethoxy-3-hydroxy-piperidine-1-carboxylic acid tert-butylester), BrCC1=CC2=CC=CC=C2C=C1 (2-bromomethyl-naphthalene), [H-].[Na+] (sodium hydride). Yields the product C(C)(C)(C)OC(=O)N1C[C@@H]([C@H]([C@@H](C1)OCC)C1=CC=C(C=C1)OCCCOCC1=CC=CC=C1)OCC1=CC2=CC=CC=C2C=C1 ((3R,4S,5S)-4-[4-(3-benzyloxy-propoxy)-phenyl]-5-ethoxy-3-(naphthalen-2-ylmethoxy)-piperidine-1-carboxylic acid tert-butylester). As a reaction SMILES: [C:1]([O:5][C:6]([N:8]1[CH2:13][C@@H:12]([O:14][CH2:15][CH3:16])[C@H:11]([C:17]2[CH:22]=[CH:21][C:20]([O:23][CH2:24][CH2:25][CH2:26][O:27][CH2:28][C:29]3[CH:34]=[CH:33][CH:32]=[CH:31][CH:30]=3)=[CH:19][CH:18]=2)[C@@H:10]([OH:35])[CH2:9]1)=[O:7])([CH3:4])([CH3:3])[CH3:2].Br[CH2:37][C:38]1[CH:47]=[CH:46][C:45]2[C:40](=[CH:41][CH:42]=[CH:43][CH:44]=2)[CH:39]=1.[H-].[Na+]>>[C:1]([O:5][C:6]([N:8]1[CH2:13][C@@H:12]([O:14][CH2:15][CH3:16])[C@H:11]([C:17]2[CH:22]=[CH:21][C:20]([O:23][CH2:24][CH2:25][CH2:26][O:27][CH2:28][C:29]3[CH:34]=[CH:33][CH:32]=[CH:31][CH:30]=3)=[CH:19][CH:18]=2)[C@@H:10]([O:35][CH2:37][C:38]2[CH:47]=[CH:46][C:45]3[C:40](=[CH:41][CH:42]=[CH:43][CH:44]=3)[CH:39]=2)[CH2:9]1)=[O:7])([CH3:2])([CH3:3])[CH3:4] |f:2.3|. Procedure details: reacting the product of step f) with 2-bromomethyl-naphthalene and sodium hydride to yield (3R,4S,5S)-4-[4-(3-benzyloxy-propoxy)-phenyl]-5-ethoxy-3-(naphthalen-2-ylmethoxy)-piperidine-1-carboxylic acid tert-butylester; Starting materials: Cl (hydrochloric acid), O (water), [N+](=O)([O-])C1=C(C#N)C=C(C=C1)OC1=CC=C(C=C1)Cl (2-nitro-5-(4-chlorophenoxy)benzonitrile). The reagents and catalysts are [Fe] (iron). Solvent: C(C)O (ethanol). Reaction conditions: time 7 hour. The product is NC1=C(C#N)C=C(C=C1)OC1=CC=C(C=C1)Cl (2-amino-5-(4-chlorophenoxy)benzonitrile). Yield: 9.1%. Reaction SMILES: Cl.O.[N+:3]([C:6]1[CH:13]=[CH:12][C:11]([O:14][C:15]2[CH:20]=[CH:19][C:18]([Cl:21])=[CH:17][CH:16]=2)=[CH:10][C:7]=1[C:8]#[N:9])([O-])=O>C(O)C.[Fe]>[NH2:3][C:6]1[CH:13]=[CH:12][C:11]([O:14][C:15]2[CH:20]=[CH:19][C:18]([Cl:21])=[CH:17][CH:16]=2)=[CH:10][C:7]=1[C:8]#[N:9]. Procedure details: A mixture of 2.0 grams (0.035 mole) of iron powder, 1.0 mL of concentrated hydrochloric acid, 4.0 mL of water, in 30 mL of ethanol was stirred, and 2.5 grams (0.009 mole) of 2-nitro-5-(4-chlorophenoxy)benzonitrile was added slowly. Upon completion of addition, the reacton mixture was warmed to reflux where it stirred for about seven hours. After this time, the reaction mixture was allowed to cool to ambient temperature where it stirred for about 18 hours. The reaction mixture was then warmed and... Starting materials: CC1=C(O)C=CC=C1O (2-Methylresorcinol), [OH-].[K+] (potassium hydroxide), N(=O)OCCC(C)C (Isopentyl nitrite). Run in C(C)O (ethanol). Reaction conditions: time 3 hour. Yields the product CC1=C(O)C=CC(=C1O)N=O (2-Methyl-4-nitrosoresorcinol). As a reaction SMILES: [CH3:1][C:2]1[C:8]([OH:9])=[CH:7][CH:6]=[CH:5][C:3]=1[OH:4].[OH-].[K+].[N:12](OCCC(C)C)=[O:13]>C(O)C>[CH3:1][C:2]1[C:8]([OH:9])=[C:7]([N:12]=[O:13])[CH:6]=[CH:5][C:3]=1[OH:4] |f:1.2|. Procedure details: 19.8 g. 2-Methylresorcinol and 13.4 g. potassium hydroxide are dissolved in 120 ml. ethanol and cooled to 5° C. 24 ml. Isopentyl nitrite are added dropwise thereto, the reaction mixture is stirred for 3 hours and the precipitate is filtered off with suction. The yellow solid material is stirred into 200 ml. 5N sulphuric acid, the bright yellow product thereby precipitating out. Yield 22 g. Reactants: BrC=1C=NC=2N(C1)N=C(C2)C(=O)O (6-Bromo-pyrazolo[1,5-a]pyrimidine-2-carboxylic acid), FC1=CC=C2CCNC(C2=C1)C (7-fluoro-1-methyl-1,2,3,4-tetrahydro-isoquinoline), C(CCl)Cl (EDC), C=1C=CC2=C(C1)N=NN2O (HOBt). Solvent: CN(C)C=O (DMF). Product: BrC=1C=NC=2N(C1)N=C(C2)C(=O)N2C(C1=CC(=CC=C1CC2)F)C ((6-Bromo-pyrazolo[1,5-a]pyrimidin-2-yl)-(7-fluoro-1-methyl-3,4-dihydro-1H-isoquinolin-2-yl)-methanone). As a reaction SMILES: [Br:1][C:2]1[CH:3]=[N:4][C:5]2[N:6]([N:8]=[C:9]([C:11]([OH:13])=O)[CH:10]=2)[CH:7]=1.[F:14][C:15]1[CH:24]=[C:23]2[C:18]([CH2:19][CH2:20][NH:21][CH:22]2[CH3:25])=[CH:17][CH:16]=1.C(Cl)CCl.C1C=CC2N(O)N=NC=2C=1>CN(C=O)C>[Br:1][C:2]1[CH:3]=[N:4][C:5]2[N:6]([N:8]=[C:9]([C:11]([N:21]3[CH2:20][CH2:19][C:18]4[C:23](=[CH:24][C:15]([F:14])=[CH:16][CH:17]=4)[CH:22]3[CH3:25])=[O:13])[CH:10]=2)[CH:7]=1. Reported procedure: A solution of 80 mg (0.33 mmol) of 6-Bromo-pyrazolo[1,5-a]pyrimidine-2-carboxylic acid, 66 mg (0.40 mmol) of 7-fluoro-1-methyl-1,2,3,4-tetrahydro-isoquinoline, 63 mg (0.33 mmol) of EDC and 50 mg (0.12 mmol) of HOBt in 2 mL of DMF is stirred at room temperature for 24 h. The mixture is concentrated in vacuo and the solid residue is partitioned between methylene chloride (3 mL) and saturated aqueous sodium hydrocarbonate solution (3 mL). The organic layer is separated, washed with 0.5 N HCl, water... Starting materials: crude solution, ClC1=C2C(C=CC(C2=C(C2=C(C=CC=C12)O)O)=O)=O (10-Chloro-8,9-dihydroxy-1,4-anthracenedione), ClC1=C2C(C=CC(C2=C(C2=C(C=CC=C12)O)O)=O)=O (10-Chloro-8,9-dihydroxy-1,4-anthracenedione), COC(=C)C=C (2-methoxy-1,3-butadiene). The solvent is C1=CC=CC=C1 (benzene). The product is ClC=1C2=CC=CC(=C2C(=C2C(C3CCC(CC3C(C12)=O)=O)=O)O)O (3,4,4a, 12a-Tetrahydro-11-chloro-6,7-dihydroxy-2,5,12(1H)-naphthacenetrione), solid. Isolated yield 68.0%. As a reaction SMILES: [Cl:1][C:2]1[C:15]2[C:10](=[C:11]([OH:16])[CH:12]=[CH:13][CH:14]=2)[C:9]([OH:17])=[C:8]2[C:3]=1[C:4](=[O:19])[CH:5]=[CH:6][C:7]2=[O:18].C[O:21][C:22]([CH:24]=[CH2:25])=[CH2:23]>C1C=CC=CC=1>[Cl:1][C:2]1[C:15]2[C:10]([C:9]([OH:17])=[C:8]3[C:3]=1[C:4](=[O:19])[CH:5]1[CH:6]([CH2:25][CH2:24][C:22](=[O:21])[CH2:23]1)[C:7]3=[O:18])=[C:11]([OH:16])[CH:12]=[CH:13][CH:14]=2. Procedure: 10-Chloro-8,9-dihydroxy-1,4-anthracenedione (compound 3) (100 mg), 2-methoxy-1,3-butadiene (564 mg) and dry benzene (10 ml) were heated in a sealed tube for 4 h at 130°. After cooling the crude solution was preparatively chromatographed on silica gel layers containing oxalic acid (2%) with chloroform as eluant. The major yellow band was recovered to give the product (compound 9) as a yellow crystalline solid (85 mg, 68%). Starting materials: Brc1ccc(Br)nc1, Cc1ccccc1, [Li]CCCC, CCOC(=O)c1cc(C=O)c2ccccn2c1=O, [Cl-], [NH4+]. Yields the product CCOC(=O)c1cc(C(O)c2ccc(Br)cn2)c2ccccn2c1=O. Reaction SMILES: [Br:1][c:2]1[n:3][cH:4][c:5]([Br:8])[cH:6][cH:7]1.[CH3:34][c:35]1[cH:36][cH:37][cH:38][cH:39][cH:40]1.[CH3:9][CH2:10][CH2:11][CH2:12][Li:13].[CH:14](=[O:15])[c:16]1[cH:17][c:18]([C:27](=[O:28])[O:29][CH2:30][CH3:31])[c:19](=[O:26])[n:20]2[cH:21][cH:22][cH:23][cH:24][c:25]12.[Cl-:32].[NH4+:33]>>[c:2]1([CH:14]([OH:15])[c:16]2[cH:17][c:18]([C:27](=[O:28])[O:29][CH2:30][CH3:31])[c:19](=[O:26])[n:20]3[cH:21][cH:22][cH:23][cH:24][c:25]23)[n:3][cH:4][c:5]([Br:8])[cH:6][cH:7]1.